Dataset: the Open Reaction Database (ORD), a public repository of structured organic reaction records. Task: describe an organic reaction: reactants, conditions, products, and yield Reactants: C(C)OC(=O)CC(COC=1C=C2C=CC(NC2=CC1)=O)C (6-(3-ethoxycarbonyl-2-methylpropoxy)carbostyril), CC[O-].[Na+] (sodium ethylate), CNC1C(CCCC1)C (N-methyl-2-methylcyclohexylamine). Run in C(C)O (ethanol). The product is CN(C(=O)CC(COC=1C=C2C=CC(NC2=CC1)=O)C)C1C(CCCC1)C (6-{3-[N-methyl-N-(2-methylcyclohexyl)aminocarbonyl]-2-methylpropoxy}carbostyril). RXN SMILES: C(O[C:4]([CH2:6][CH:7]([CH3:21])[CH2:8][O:9][C:10]1[CH:11]=[C:12]2[C:17](=[CH:18][CH:19]=1)[NH:16][C:15](=[O:20])[CH:14]=[CH:13]2)=[O:5])C.CC[O-].[Na+].[CH3:26][NH:27][CH:28]1[CH2:33][CH2:32][CH2:31][CH2:30][CH:29]1[CH3:34]>C(O)C>[CH3:26][N:27]([CH:28]1[CH2:33][CH2:32][CH2:31][CH2:30][CH:29]1[CH3:34])[C:4]([CH2:6][CH:7]([CH3:21])[CH2:8][O:9][C:10]1[CH:11]=[C:12]2[C:17](=[CH:18][CH:19]=1)[NH:16][C:15](=[O:20])[CH:14]=[CH:13]2)=[O:5] |f:1.2|. Reported procedure: 2.7 Grams of 6-(3-ethoxycarbonyl-2-methylpropoxy)carbostyril, 0.5 g of sodium ethylate and 5 ml of N-methyl-2-methylcyclohexylamine are added to 100 ml of ethanol, and the mixture is reacted in an autoclave under 110 atm. and at 140° to 150° C. for 6 hours. After cooling, the reaction solution is concentrated under reduced pressure and the residue is dissolved in 200 ml of chloroform, washed with a 1% aqueous K2CO3 solution, diluted hydrochloric acid and water in that order and then dried with a... The reactants are O=CC=C1CN2C(CC2O1)=O (3-oxoethylidene-7-oxo-4-oxa-1-azabicyclo [3.2.0] heptane), ( I ), ( D ), O=CC=C1C(N2C(CC2O1)=O)C(=O)OCC1=CC=CC=C1 (benzyl 3-oxoethylidene-7-oxo4-oxa-1-azabicyclo[3.2.0] heptane-2-carboxylate). Solvent: O1CCCC1 (tetrahydrofuran). Conditions: time 4 hour. Product: O=C\C=C\1/CN2C(CC2O1)=O (E-3-oxoethylidene-7-oxo-4-oxa- 1 -azabicyclo[3.2.0]heptane). Yield: 49.0%. Reaction SMILES: [O:1]=[CH:2][CH:3]=[C:4]1[O:10][CH:9]2[N:6]([C:7](=[O:11])[CH2:8]2)[CH2:5]1.O=CC=C1OC2N(C(=O)C2)C1C(OCC1C=CC=CC=1)=O>O1CCCC1>[O:1]=[CH:2]/[CH:3]=[C:4]1\[CH2:5][N:6]2[CH:9]([O:10]\1)[CH2:8][C:7]2=[O:11]. Procedure: Preparation of 3-oxoethylidene-7-oxo-4-oxa-1-azabicyclo [3.2.0] heptane (V) from synthetic (I):- A solution of (D) (21.6 mg, 11 mol) prepared by hydrogenation of benzyl 3-oxoethylidene-7-oxo-4-oxa-1-azabicyclo[3.2.0]heptane-2-carboxylate (II) (90 mg, 0.31 mmol) in tetrahydrofuran (90 ml) was allowed to stand at room temperature for four hours when h.p.l.c. (conditions B) showed no further increase in the signal due to (E-V). The reaction mixture was evaporated to dryness and redissolved in ethyl... Reactants: ClC=1C(=CC(=C(C1)NC1=CC=C(C=C1)CCO)[N+](=O)[O-])C(F)(F)F (2-(4-{[5-chloro-2-nitro-4-(trifluoromethyl)phenyl]amino}phenyl)ethanol), C1(=CC=C(C=C1)S(=O)(=O)N=C=O)C (p-toluenesulfonyl isocyanate). The solvent is ClCCl (dichloromethane). Run at time 2 hour. The product is CC1=CC=C(C=C1)S(=O)(=O)NC(OCCC1=CC=C(C=C1)NC1=C(C=C(C(=C1)Cl)C(F)(F)F)[N+](=O)[O-])=O (2-(4-{[5-chloro-2-nitro-4-(trifluoromethyl)phenyl]amino}phenyl)ethyl (4-methylphenyl)sulfonylcarbamate). Yield: 97.7%. RXN SMILES: [Cl:1][C:2]1[C:3]([C:21]([F:24])([F:23])[F:22])=[CH:4][C:5]([N+:18]([O-:20])=[O:19])=[C:6]([NH:8][C:9]2[CH:14]=[CH:13][C:12]([CH2:15][CH2:16][OH:17])=[CH:11][CH:10]=2)[CH:7]=1.[C:25]1([CH3:37])[CH:30]=[CH:29][C:28]([S:31]([N:34]=[C:35]=[O:36])(=[O:33])=[O:32])=[CH:27][CH:26]=1>ClCCl>[CH3:37][C:25]1[CH:30]=[CH:29][C:28]([S:31]([NH:34][C:35](=[O:36])[O:17][CH2:16][CH2:15][C:12]2[CH:13]=[CH:14][C:9]([NH:8][C:6]3[CH:7]=[C:2]([Cl:1])[C:3]([C:21]([F:22])([F:23])[F:24])=[CH:4][C:5]=3[N+:18]([O-:20])=[O:19])=[CH:10][CH:11]=2)(=[O:33])=[O:32])=[CH:27][CH:26]=1. Procedure details: To a stirred solution of 2-(4-{[5-chloro-2-nitro-4-(trifluoromethyl)phenyl]amino}phenyl)ethanol (step 2 of Example 104, 1.0 g, 2.77 mmol) in dichloromethane (45 ml) was added p-toluenesulfonyl isocyanate (574 mg, 2.91 mmol), and the mixture was stirred at room temperature for 2 h. The mixture was quenched with water (100 ml). The organic layer was separated. The aqueous layer was extracted with dichloromethane (100 ml×3). The combined organic layer was washed with brine (50 ml), dried (MgSO4), a... Reactants: O1C=NC=C1C1=NC=CC=C1 (2-(oxazol-5-yl)pyridine), C(CCCCC)(=O)O (hexanoic acid), C(C(=O)Cl)(=O)Cl (oxalyl chloride), [Li]CCCC (n-BuLi). The reagents and catalysts are [Cl-].[Cl-].[Zn+2] (ZnCl2). Solvent: C1CCOC1 (THF), C(Cl)Cl (CH2Cl2). Run at temperature 0 celsius, time 20 minute. The product is EtOAc-hexanes, N1=C(C=CC=C1)C1=CN=C(O1)C(CCCCC)=O (1-(5-(pyridin-2-yl)oxazol-2-yl)hexan-1-one). The yield is 25.3%. As a reaction SMILES: [O:1]1[C:5]([C:6]2[CH:11]=[CH:10][CH:9]=[CH:8][N:7]=2)=[CH:4][N:3]=[CH:2]1.[Li]CCCC.[C:17](O)(=[O:23])[CH2:18][CH2:19][CH2:20][CH2:21][CH3:22].C(Cl)(=O)C(Cl)=O>C1COCC1.C(Cl)Cl.[Cl-].[Cl-].[Zn+2]>[N:7]1[CH:8]=[CH:9][CH:10]=[CH:11][C:6]=1[C:5]1[O:1][C:2]([C:17](=[O:23])[CH2:18][CH2:19][CH2:20][CH2:21][CH3:22])=[N:3][CH:4]=1 |f:6.7.8|. Procedure details: (191) A solution of 2-(oxazol-5-yl)pyridine (116 mg, 0.79 mmol) in anhydrous THF (5 mL) cooled to −75° C. under N2 was treated with n-BuLi (2.5 M in hexanes, 1.1 equiv, 0.87 mmol, 0.35 mL), and stirred for 20 min. ZnCl2 (0.5 M in THF, 2.0 equiv, 1.58 mmol, 3.2 mL) was added at −75° C., and stirred for 45 min at 0° C. Cul (1.0 equiv, 0.79 mmol, 151 mg) was added, and the solution was stirred for 10 min at 0° C. A separate flask was charged with hexanoic acid (2 equiv, 1.58 mmol, 186 mg, 0.20 mL) ... Starting materials: S(=O)(Cl)Cl (sulfinyl chloride), 40, OCCNC(=O)C=1N(C=CC1)C (N-(2-hydroxyethyl)-1-methyl-1H-pyrrole-2-carboxamide). Reagents/catalysts: N1=CC=CC=C1 (pyridine). Run in ClC(Cl)Cl (trichloromethane). Run at time 8 hour. Product: 15, ClCCNC(=O)C=1N(C=CC1)C (N-(2-chloroethyl)-1-methyl-1H-pyrrole-2-carboxamide). Reaction SMILES: O[CH2:2][CH2:3][NH:4][C:5]([C:7]1[N:8]([CH3:12])[CH:9]=[CH:10][CH:11]=1)=[O:6].S(Cl)([Cl:15])=O>N1C=CC=CC=1.ClC(Cl)Cl>[Cl:15][CH2:2][CH2:3][NH:4][C:5]([C:7]1[N:8]([CH3:12])[CH:9]=[CH:10][CH:11]=1)=[O:6]. Reported procedure: To a stirred solution of 40 parts of N-(2-hydroxyethyl)-1-methyl-1H-pyrrole-2-carboxamide in 450 parts of trichloromethane is added one drop of pyridine. Then there are added dropwise, during a 30 minutes-period, 28.3 parts of sulfinyl chloride (slightly exothermic reaction: temp. rises from 15° to 25° C). Upon completion, stirring is continued overnight at room temperature. The reaction mixture is evaporated and the residue is purified by column-chromatography over silica gel using a mixture of...